From a dataset of the Open Reaction Database (ORD), a public repository of structured organic reaction records. describe an organic reaction: reactants, conditions, products, and yield Reactants: NC1=NC=CC=C1O (2-amino-3-hydroxypyridine), BrCC(C(F)(F)F)=O (bromo-1,1,1-trifluoroacetone). The solvent is CO (methanol). The product is OC=1C=2N(C=CC1)C=C(N2)C(F)(F)F (8-hydroxy-2-(trifluoromethyl)imidazo[1,2-α]pyridine). Yield: 17.9%. Reaction SMILES: [NH2:1][C:2]1[C:7]([OH:8])=[CH:6][CH:5]=[CH:4][N:3]=1.Br[CH2:10][C:11](=O)[C:12]([F:15])([F:14])[F:13]>CO>[OH:8][C:7]1[C:2]2[N:3]([CH:10]=[C:11]([C:12]([F:15])([F:14])[F:13])[N:1]=2)[CH:4]=[CH:5][CH:6]=1. Procedure: A mixture of 2-amino-3-hydroxypyridine (2.18 g, 19.4 mmol), bromo-1,1,1-trifluoroacetone (9.1 g, 42.6 mmol), and molecular sieves (6.3 g, 8–12 mesh beads) in anhydrous methanol (50 mL) was refluxed for 24 h. After the molecular sieves were filtered off and the solvent was evaporated in vacuo, the residue was dissolved in water (150 mL) and the resultant mixture was extracted with diethyl ether (2×150 mL). The combined organic extracts were dried over anhydrous sodium sulphate and the solvent was...